Dataset: the Open Reaction Database (ORD), a public repository of structured organic reaction records. Task: describe an organic reaction: reactants, conditions, products, and yield Starting materials: Cl.ClC1=C(N)C=C(C(=C1)Cl)OC1=CC=C(C=C1)[N+](=O)[O-] (2,4-dichloro-5-(4-nitrophenoxy)-aniline hydrochloride), C(CCCCCCCCCCCCCCC)Br (hexadecyl bromide), ClC1=C(C(=CC(=C1)Cl)Cl)N1N=C(CC1=O)OCC (1-(2,4,6-trichlorophenyl)-3-ethoxy-2-pyrazolin-5-one), ClC1=C(N)C=C(C(=C1)Cl)OCCCCCCCCCCCCCCCC (2,4-Dichloro-5-hexadecyloxyaniline), FC1=CC=C(C=C1)[N+](=O)[O-] (4-fluoronitrobenzene). Product: ClC1=C(C(=CC(=C1)Cl)Cl)N1N=C(CC1=O)NC1=C(C=C(C(=C1)OC1=CC=C(C=C1)[N+](=O)[O-])Cl)Cl (1-(2,4,6-Trichlorophenyl)-3-[2,4-dichloro-5-(4-nitrophenoxy)anilino]-2-pyrazolin-5-one). Yield: 51.6%. RXN SMILES: Cl.[Cl:2][C:3]1[CH:9]=[C:8]([Cl:10])[C:7]([O:11][C:12]2[CH:17]=[CH:16][C:15]([N+:18]([O-:20])=[O:19])=[CH:14][CH:13]=2)=[CH:6][C:4]=1[NH2:5].[Cl:21][C:22]1[CH:27]=[C:26]([Cl:28])[CH:25]=[C:24]([Cl:29])[C:23]=1[N:30]1[C:34](=[O:35])[CH2:33][C:32](OCC)=[N:31]1.ClC1C=C(Cl)C(OCCCCCCCCCCCCCCCC)=CC=1N.FC1C=CC([N+]([O-])=O)=CC=1.C(Br)CCCCCCCCCCCCCCC>>[Cl:29][C:24]1[CH:25]=[C:26]([Cl:28])[CH:27]=[C:22]([Cl:21])[C:23]=1[N:30]1[C:34](=[O:35])[CH2:33][C:32]([NH:5][C:4]2[CH:6]=[C:7]([O:11][C:12]3[CH:13]=[CH:14][C:15]([N+:18]([O-:20])=[O:19])=[CH:16][CH:17]=3)[C:8]([Cl:10])=[CH:9][C:3]=2[Cl:2])=[N:31]1 |f:0.1|. Reported procedure: Using 11.6 g of 2,4-dichloro-5-(4-nitrophenoxy)-aniline hydrochloride and 13.1 g of 1-(2,4,6-trichlorophenyl)-3-ethoxy-2-pyrazolin-5-one, which were prepared in a manner similar to Steps (1) and (2) of Synthesis Example 1 except that 21.2 g of 4-fluoronitrobenzene was used in lieu of hexadecyl bromide in Step (1) of Synthesis Example 1, procedures similar to Step (3) of Synthesis Example 1 were carried out. In this case, 10.0 g of the desired product was obtained without recrystallization. The m...